Dataset: the Open Reaction Database (ORD), a public repository of structured organic reaction records. Task: describe an organic reaction: reactants, conditions, products, and yield Starting materials: O=C([O-])[O-], Cc1c[nH]cn1, CCOC(C)=O, O=Cc1ccc(F)c(F)c1, [K+], [K+], CN(C)C=O, O. The product is Cc1cn(-c2ccc(C=O)cc2F)cn1. Reaction SMILES: [C:17](=[O:18])([O-:19])[O-:20].[CH3:11][c:12]1[n:13][cH:14][nH:15][cH:16]1.[CH3:23][CH2:24][O:25][C:26](=[O:27])[CH3:28].[F:1][c:2]1[cH:3][c:4]([CH:5]=[O:6])[cH:7][cH:8][c:9]1[F:10].[K+:21].[K+:22].[O:29]=[CH:30][N:31]([CH3:32])[CH3:33].[OH2:34]>>[F:1][c:2]1[cH:3][c:4]([CH:5]=[O:6])[cH:7][cH:8][c:9]1-[n:15]1[cH:14][n:13][c:12]([CH3:11])[cH:16]1. Reactants: COC(=O)c1cc(C(C)(C)C)oc1CBr, C1CCNCC1, CC(C)=O, O. Yields the product COC(=O)c1cc(C(C)(C)C)oc1CN1CCCCC1. RXN SMILES: [C:1]([CH3:2])([CH3:3])([CH3:4])[c:5]1[cH:6][c:7]([C:12](=[O:13])[O:14][CH3:15])[c:8]([CH2:10][Br:11])[o:9]1.[CH2:16]1[CH2:17][CH2:18][NH:19][CH2:20][CH2:21]1.[CH3:22][C:23](=[O:24])[CH3:25].[OH2:26]>>[C:1]([CH3:2])([CH3:3])([CH3:4])[c:5]1[cH:6][c:7]([C:12](=[O:13])[O:14][CH3:15])[c:8]([CH2:10][N:19]2[CH2:18][CH2:17][CH2:16][CH2:21][CH2:20]2)[o:9]1.